From a dataset of the Open Reaction Database (ORD), a public repository of structured organic reaction records. describe an organic reaction: reactants, conditions, products, and yield The reactants are 19-hydroxy-5α-androstanes, C[C@H]1[C@H]2[C@@H]3CC[C@@H]([C@@]3(C)CC[C@@H]2[C@]2(CC[C@@H](CC2=C1)O)COC1OCCCC1)O (7α-methyl-19-tetrahydropyranyloxy-5-androsten-3β,17β-diol), 19-hydroxy-5-androsten-3-one 3-cyclic ethyleneketal, OC[C@]12[C@H](CC(C=C1CC[C@H]1[C@@H]3CCC([C@@]3(C)CC[C@H]21)=O)=O)C (19-Hydroxy-1α-methyl-4-androstene-3,17-dione), C[C@H]1[C@H]2[C@@H]3CC[C@@H]([C@@]3(C)CC[C@@H]2[C@]2(CC[C@@H](C[C@@H]2C1)O)COC1OCCCC1)O (7α-methyl-19-tetrahydropyranyloxy-5α-androstan-3β,17β-diol), [H][H] (hydrogen), C[C@H]1C[C@H]2[C@@H]3CCC([C@@]3(C)CC[C@@H]2[C@]2(CC[C@@H](C[C@H]12)O)CO)=O (6α-methyl-3β,19-dihydroxy-5α-androstan-17-one), 1β,17α-dimethyl-5-androstene-3β,17β,19-triol, steroid, C1(=CC=C(C=C1)S(=O)(=O)O)C (p-toluenesulfonic acid), steroid, ketal, 19-hydroxy-5-androsten-3-ones, 1β,17α-dimethyl-5α-androstane-3β,17β,19-triol, 6α-methyl-3β,19-dihydroxy-5-androsten-17-one, cyclic ethyleneketal, 3β,19-dihydroxy-5-androstenes, 3-alkoxy-3,5-androstadien-19-ols. Run in CO (methanol), C1=CC=CC=C1 (benzene), C(CO)O (ethyleneglycol), C(C)O (ethanol). Product: OC[C@]12[C@H](CC(C[C@@H]1CC[C@H]1[C@@H]3CCC([C@@]3(C)CC[C@H]21)=O)=O)C (19-hydroxy-1α-methyl-5α-androstan-3,17-dione). Reaction SMILES: [H][H].C[C@@H]1C=C2[C@](COC3CCCCO3)(CC[C@H](O)C2)[C@@H]2[C@@H]1[C@H]1[C@@](CC2)(C)[C@@H](O)CC1.C[C@@H]1C[C@@H]2[C@](COC3CCCCO3)(CC[C@H](O)C2)[C@@H]2[C@@H]1[C@H]1[C@@](CC2)(C)[C@@H](O)CC1.C[C@@H]1[C@@H]2[C@](CO)(CC[C@H](O)C2)[C@@H]2[C@H]([C@H]3[C@@](CC2)(C)C(=O)CC3)C1.[OH:84][CH2:85][C@@:86]12[C@@H:103]3[C@H:94]([C@H:95]4[C@@:99]([CH2:101][CH2:102]3)([CH3:100])[C:98](=[O:104])[CH2:97][CH2:96]4)[CH2:93][CH2:92][C:91]1=[CH:90][C:89](=[O:105])[CH2:88][C@@H:87]2[CH3:106].C1(C)C=CC(S(O)(=O)=O)=CC=1>CO.C(O)C.C1C=CC=CC=1.C(O)CO>[OH:84][CH2:85][C@@:86]12[C@@H:103]3[C@H:94]([C@H:95]4[C@@:99]([CH2:101][CH2:102]3)([CH3:100])[C:98](=[O:104])[CH2:97][CH2:96]4)[CH2:93][CH2:92][C@H:91]1[CH2:90][C:89](=[O:105])[CH2:88][C@@H:87]2[CH3:106]. Reported procedure: Hydrogenation of 19-hydroxy-5-androstenes by means of 10% palladium on charcoal results in good yields of the corresponding 19-hydroxy-5α-androstanes. Suitable steroid substrates which fulfill the 5-ene requirement for stereoselectivity during the reduction include 3β,19-dihydroxy-5-androstenes, 19-hydroxy-5-androsten-3-ones, 19-hydroxy-5-androsten-3-one 3-cyclic ethyleneketal and 3-alkoxy-3,5-androstadien-19-ols. Typical reduction conditions utilize 2-10parts of the steroid substrate to 1 part ...